From a dataset of the Open Reaction Database (ORD), a public repository of structured organic reaction records. describe an organic reaction: reactants, conditions, products, and yield Starting materials: [Br-], O=C([O-])[O-], CS(=O)(=O)N1CCN(c2ccc(C=O)c([N+](=O)[O-])c2)CC1, CO, [K+], [K+], O, c1ccc([P+](Cc2n[nH]c3ccccc23)(c2ccccc2)c2ccccc2)cc1. Yields the product CS(=O)(=O)N1CCN(c2ccc(C=Cc3n[nH]c4ccccc34)c([N+](=O)[O-])c2)CC1. Reaction SMILES: [Br-:22].[C:52](=[O:53])([O-:54])[O-:55].[CH3:1][S:2](=[O:3])(=[O:4])[N:5]1[CH2:6][CH2:7][N:8]([c:11]2[cH:12][c:13]([N+:19](=[O:20])[O-:21])[c:14]([CH:15]=[O:16])[cH:17][cH:18]2)[CH2:9][CH2:10]1.[CH3:59][OH:60].[K+:56].[K+:57].[OH2:58].[nH:23]1[n:24][c:25]([CH2:32][P+:33]([c:34]2[cH:35][cH:36][cH:37][cH:38][cH:39]2)([c:40]2[cH:41][cH:42][cH:43][cH:44][cH:45]2)[c:46]2[cH:47][cH:48][cH:49][cH:50][cH:51]2)[c:26]2[cH:27][cH:28][cH:29][cH:30][c:31]12>>[CH3:1][S:2](=[O:3])(=[O:4])[N:5]1[CH2:6][CH2:7][N:8]([c:11]2[cH:12][c:13]([N+:19](=[O:20])[O-:21])[c:14]([CH:15]=[CH:32][c:25]3[n:24][nH:23][c:31]4[c:26]3[cH:27][cH:28][cH:29][cH:30]4)[cH:17][cH:18]2)[CH2:9][CH2:10]1. The reactants are C(C)(C)OC=1C(C(C1C1=CC=C(C=C1)OC)=O)=O (3-isopropoxy-4-(4-methoxy-phenyl)-cyclobut-3-ene-1,2-dione), C(C)(C)(CC)N (tert-amyl amine). Product: CC(CC)(C)NC=1C(C(C1C1=CC=C(C=C1)OC)=O)=O (3-(1,1-Dimethyl-propylamino)-4-(4-methoxy-phenyl)-cyclobut-3-ene-1,2-dione). The yield is 84.1%. RXN SMILES: C(O[C:5]1[C:6](=[O:18])[C:7](=[O:17])[C:8]=1[C:9]1[CH:14]=[CH:13][C:12]([O:15][CH3:16])=[CH:11][CH:10]=1)(C)C.[C:19]([NH2:24])([CH2:22][CH3:23])([CH3:21])[CH3:20]>>[CH3:20][C:19]([NH:24][C:5]1[C:6](=[O:18])[C:7](=[O:17])[C:8]=1[C:9]1[CH:10]=[CH:11][C:12]([O:15][CH3:16])=[CH:13][CH:14]=1)([CH3:21])[CH2:22][CH3:23]. Procedure details: In a manner similar to Example 1, Step 2; 3-isopropoxy-4-(4-methoxy-phenyl)-cyclobut-3-ene-1,2-dione (0.150 g, 0.609 mmol) and tert-amyl amine (0.48 mL, 4.11 mmol) were converted to the title compound (0.14 g, 84%) m.p.: 133-135° C.; 1H NMR (DMSO-d6) δ 8.28(br s,1H), 8.04(m,2H), 7.11(m,2H), 3.83(s,3H), 1.80(q,2H), 1.42(s,6H), 0.85(t,3H); IR (KBr) 2980, 1765, 1725, 1600, 1423, 1310, 1260, 1175, 1030, 850 cm−1; MS (m/z) 273 [M+]. The reactants are CC(Br)C(=O)Cl, O=C([O-])[O-], CCOC(=O)C1Cc2ccccc2N1, ClCCl, [K+], [K+]. Product: CCOC(=O)C1Cc2ccccc2N1C(=O)C(C)Br. As a reaction SMILES: [Br:21][CH:22]([C:23](=[O:24])[Cl:25])[CH3:26].[C:15](=[O:16])([O-:17])[O-:18].[CH2:1]([CH3:2])[O:3][C:4](=[O:5])[CH:6]1[NH:7][c:8]2[cH:9][cH:10][cH:11][cH:12][c:13]2[CH2:14]1.[CH2:27]([Cl:28])[Cl:29].[K+:19].[K+:20]>>[CH2:1]([CH3:2])[O:3][C:4](=[O:5])[CH:6]1[N:7]([C:23]([CH:22]([Br:21])[CH3:26])=[O:24])[c:8]2[cH:9][cH:10][cH:11][cH:12][c:13]2[CH2:14]1. Reactants: O (water), C1C(CC2=CC=CC=C12)N (indan-2-ylamine), N1=CC=CC=C1 (pyridine), FC1=CC=C(C(=O)Cl)C=C1 (4-fluorobenzoyl chloride). Run in C(C)(=O)OCC (ethyl acetate), ClCCl (dichloromethane). Reaction conditions: time 1 hour. Yields the product FC1=CC=C(C(=O)NC2CC3=CC=CC=C3C2)C=C1 (4-fluoro-N-(indan-2-yl)benzamide). RXN SMILES: [CH2:1]1[C:9]2[C:4](=[CH:5][CH:6]=[CH:7][CH:8]=2)[CH2:3][CH:2]1[NH2:10].N1C=CC=CC=1.[F:17][C:18]1[CH:26]=[CH:25][C:21]([C:22](Cl)=[O:23])=[CH:20][CH:19]=1.O>ClCCl.C(OCC)(=O)C>[F:17][C:18]1[CH:26]=[CH:25][C:21]([C:22]([NH:10][CH:2]2[CH2:3][C:4]3[C:9](=[CH:8][CH:7]=[CH:6][CH:5]=3)[CH2:1]2)=[O:23])=[CH:20][CH:19]=1. Procedure: To a solution of indan-2-ylamine (0.297 g) in dichloromethane (5 ml) were added in turn pyridine (0.23 ml) and 4-fluorobenzoyl chloride (0.26 ml) at 0° C. The mixture was allowed to warm to ambient temperature and stirred for 1 hour, which was taken up into a mixture of water and ethyl acetate. The separated organic layer was washed in turn with hydrochloric acid (1N), aqueous sodium hydrogen carbonate and brine, and dried over magnesium sulfate. Evaporation under reduced pressure gave a residue... The product is C(CCC)N(C=1C2=C(N=C(N1)C)N(C=C2C)C2=C(C=C(C=C2C)CF)C)CC (Butyl-ethyl-[7-(4-fluoromethyl-2,6-dimethyl-phenyl)-2,5-dimethyl-7H-pyrrolo[2,3-d]pyrimidin-4-yl]-amine). The reactants are C(CCC)N(C=1C2=C(N=C(N1)C)N(C=C2C)C2=C(C=C(C=C2C)CO)C)CC ({4-[4-(butyl-ethyl-amino)-2,5-dimethyl-pyrrolo[2,3-d]pyrimidin-7-yl]-3,5-dimethylphenyl}-methanol), CN(C)S(F)(F)F (dimethylaminosulfur trifluoride). RXN SMILES: [CH2:1]([N:5]([CH2:27][CH3:28])[C:6]1[C:7]2[C:15]([CH3:16])=[CH:14][N:13]([C:17]3[C:22]([CH3:23])=[CH:21][C:20]([CH2:24]O)=[CH:19][C:18]=3[CH3:26])[C:8]=2[N:9]=[C:10]([CH3:12])[N:11]=1)[CH2:2][CH2:3][CH3:4].CN(S(F)(F)[F:33])C>C(Cl)Cl>[CH2:1]([N:5]([CH2:27][CH3:28])[C:6]1[C:7]2[C:15]([CH3:16])=[CH:14][N:13]([C:17]3[C:22]([CH3:23])=[CH:21][C:20]([CH2:24][F:33])=[CH:19][C:18]=3[CH3:26])[C:8]=2[N:9]=[C:10]([CH3:12])[N:11]=1)[CH2:2][CH2:3][CH3:4]. Reported procedure: A solution of {4-[4-(butyl-ethyl-amino)-2,5-dimethyl-pyrrolo[2,3-d]pyrimidin-7-yl]-3,5-dimethylphenyl}-methanol (0.071 g, 0.186 mmol) in 2 ml anhydrous methylene chloride was cooled to −78° C. and treated with dimethylaminosulfur trifluoride (0.063g, 0.390 mmol) and stirred at room temperature for 1 hour. The mixture was quenched with water and extracted with chloroform. The organic layer was washed with brine, dried, and concentrated to give an oil which was purified through silica gel using 2%... The solvent is C(Cl)Cl (methylene chloride). Conditions: time 1 hour. Starting materials: CN (Methylamine), Cl.CN (methylamine hydrochloride), [OH-].[Na+] (sodium hydroxide), N=1ON=C2C1C=CC(=C2)C(=O)Cl ([2,1,3]-benzoxadiazole-5-carbonylchloride), C(=O)=O (dry ice), O1CCC(CC1)=O (tetrahydro-4H-pyran-4-one). The reagents and catalysts are [Pd] (Pd). Run in C(Cl)(Cl)Cl (chloroform), C(C)N(CC)CC (triethylamine), CO (methanol). Reaction conditions: time 7 hour. The product is CN(C(=O)C1=CC=2C(=NON2)C=C1)C1CCOCC1 (N-Methyl-N-tetrahydro-2H-pyran-4-yl-[2,1,3]-benzoxadiazole-5-carboxamide). Reaction SMILES: [CH3:1][NH2:2].Cl.CN.[OH-].[Na+].C(=O)=O.[O:11]1[CH2:16][CH2:15][C:14](=O)[CH2:13][CH2:12]1.[N:18]1[O:19][N:20]=[C:21]2[CH:26]=[C:25]([C:27](Cl)=[O:28])[CH:24]=[CH:23][C:22]=12>CO.C(Cl)(Cl)Cl.[Pd].C(N(CC)CC)C>[CH3:1][N:2]([CH:14]1[CH2:15][CH2:16][O:11][CH2:12][CH2:13]1)[C:27]([C:25]1[CH:24]=[CH:23][C:22]2=[N:18][O:19][N:20]=[C:21]2[CH:26]=1)=[O:28] |f:1.2,3.4|. Procedure: Methylamine, generated by heating a mixture of methylamine hydrochloride (10 g) and sodium hydroxide pellets (18 g), was condensed (dry ice trap) into a solution of tetrahydro-4H-pyran-4-one (1.0 g, 10 mmol) in methanol (50 ml). 10% Pd on C (350 mg) was added and the mixture was hydrogenated at room temperature for 7 hours. The solids were filtered off and the filtrate concentrated under vacuum. The residue was dissolved in chloroform (70 ml) and triethylamine (2 ml) and a solution of [2,1,3]-be...